Dataset: the Open Reaction Database (ORD), a public repository of structured organic reaction records. Task: describe an organic reaction: reactants, conditions, products, and yield Starting materials: CCOC(=O)c1c(O)c2cc(F)cnc2n(Cc2ccc(OC)cc2)c1=O, NC1CCCCC1, Cc1ccccc1C. The product is COc1ccc(Cn2c(=O)c(C(=O)NC3CCCCC3)c(O)c3cc(F)cnc32)cc1. As a reaction SMILES: [CH2:8]([O:10][C:11](=[O:9])[c:13]1[c:14](=[O:34])[n:15]([CH2:25][c:26]2[cH:27][cH:28][c:29]([O:32][CH3:33])[cH:30][cH:31]2)[c:16]2[n:17][cH:18][c:19]([F:24])[cH:20][c:21]2[c:22]1[OH:23])[CH3:12].[NH2:1][CH:2]1[CH2:3][CH2:4][CH2:5][CH2:6][CH2:7]1.[c:35]1([CH3:36])[c:37]([CH3:38])[cH:39][cH:40][cH:41][cH:42]1>>[NH:1]([CH:2]1[CH2:3][CH2:4][CH2:5][CH2:6][CH2:7]1)[C:11](=[O:10])[c:13]1[c:14](=[O:34])[n:15]([CH2:25][c:26]2[cH:27][cH:28][c:29]([O:32][CH3:33])[cH:30][cH:31]2)[c:16]2[n:17][cH:18][c:19]([F:24])[cH:20][c:21]2[c:22]1[OH:23]. The reactants are CC(=O)OI1(C=2C=CC=CC2C(=O)O1)(OC(=O)C)OC(=O)C (Dess-Martin periodinane), C(C)(C)(C)O (t-butanol), FC1=CC=C(C=C1)C1=C(C(=NC(=C1)C1=CC=CC=C1)C(C)C)CO (4-(4-fluorophenyl)-2-(1-methylethyl)-6-phenyl-3-pyridinemethanol). Solvent: C(Cl)Cl (CH2Cl2), C(Cl)Cl (CH2Cl2). Reaction conditions: time 15 minute. Product: FC1=CC=C(C=C1)C1=C(C(=NC(=C1)C1=CC=CC=C1)C(C)C)C=O (4-(4-fluorophenyl)-2-(1-methylethyl)-6-phenyl-3-pyridinecarboxaldehyde). Yield: 88.1%. Reaction SMILES: CC(OI1(OC(C)=O)(OC(C)=O)OC(=O)C2C=CC=CC1=2)=O.C(O)(C)(C)C.[F:28][C:29]1[CH:34]=[CH:33][C:32]([C:35]2[CH:40]=[C:39]([C:41]3[CH:46]=[CH:45][CH:44]=[CH:43][CH:42]=3)[N:38]=[C:37]([CH:47]([CH3:49])[CH3:48])[C:36]=2[CH2:50][OH:51])=[CH:31][CH:30]=1>C(Cl)Cl>[F:28][C:29]1[CH:34]=[CH:33][C:32]([C:35]2[CH:40]=[C:39]([C:41]3[CH:46]=[CH:45][CH:44]=[CH:43][CH:42]=3)[N:38]=[C:37]([CH:47]([CH3:49])[CH3:48])[C:36]=2[CH:50]=[O:51])=[CH:31][CH:30]=1. Procedure: A solution of Dess-Martin periodinane (1.54 gm, 3.63 mmol) in dry CH2Cl2 (17 ml) was treated with t-butanol (267 mg, 3.60 mmol) and stirred for 15 minutes at room temperature. A solution of 4-(4-fluorophenyl)-2-(1-methylethyl)-6-phenyl-3-pyridinemethanol (895 mg, 2.78 mmol) in CH2Cl2 (12 ml) was then added and stirring was continued 30 minutes, after which time the mixture was quenched by the addition of Et2O (70 ml) and 1N NaOH (35 ml). The biphasic mixture was stirred for 10 minutes and the la... The reactants are FC(F)(F)c1cc(Cl)nc(-c2cnccn2)n1, Nc1cccc(O)c1. Yields the product Cl, Oc1cccc(Nc2cc(C(F)(F)F)nc(-c3cnccn3)n2)c1. As a reaction SMILES: [Cl:1][c:2]1[n:3][c:4](-[c:12]2[n:13][cH:14][cH:15][n:16][cH:17]2)[n:5][c:6]([C:8]([F:9])([F:10])[F:11])[cH:7]1.[NH2:18][c:19]1[cH:20][cH:21][cH:22][c:23]([OH:24])[cH:25]1>>[ClH:1].[c:2]1([NH:18][c:19]2[cH:20][cH:21][cH:22][c:23]([OH:24])[cH:25]2)[n:3][c:4](-[c:12]2[n:13][cH:14][cH:15][n:16][cH:17]2)[n:5][c:6]([C:8]([F:9])([F:10])[F:11])[cH:7]1. The reactants are C(=O)(O)[O-].[Na+] (NaHCO3), C(C)(=O)OC(C)=O (Acetic anhydride), ONC(CC1(CCCC1)N1C=CC=2C1=NC=CC2)=N (N-hydroxy-2-(1-pyrrolo[2,3-b]pyridin-1-yl-cyclopentyl)-acetamidine), C(C)(=O)OCC (ethyl acetate). The solvent is O (Water). Run at time 3 hour. The product is C(C)(=O)ONC(CC1(CCCC1)N1C=CC=2C1=NC=CC2)=N (2-(1-{1H-pyrrolo[2,3-b]pyridin-1-yl}cyclopentyl)ethanimidamido acetate). The yield is 81.1%. RXN SMILES: C([O:4][C:5](=[O:7])[CH3:6])(=O)C.O[NH:9][C:10](=[NH:26])[CH2:11][C:12]1([N:17]2[C:21]3=[N:22][CH:23]=[CH:24][CH:25]=[C:20]3[CH:19]=[CH:18]2)[CH2:16][CH2:15][CH2:14][CH2:13]1.C(OCC)(=O)C.C([O-])(O)=O.[Na+]>O>[C:5]([O:4][NH:26][C:10](=[NH:9])[CH2:11][C:12]1([N:17]2[C:21]3=[N:22][CH:23]=[CH:24][CH:25]=[C:20]3[CH:19]=[CH:18]2)[CH2:13][CH2:14][CH2:15][CH2:16]1)(=[O:7])[CH3:6] |f:3.4|. Procedure details: Acetic anhydride (11.2 mL, 118.61 mmol) was added to N-hydroxy-2-(1-pyrrolo[2,3-b]pyridin-1-yl-cyclopentyl)-acetamidine (400) (1.8 g, 6.98 mmol) and stirring was continued for 3 h at room temperature (TLC, ethyl acetate, Rf=0.5). Water (50 mL) was added, and the mixture was basified to pH 8 by solid NaHCO3 and extracted with ethyl acetate (3×50 mL). The organic phase was thereafter dried and concentrated. The crude product was purified by Combi-Flash column (eluted at 20-30% ethyl acetate in hex... The reactants are CC1=NC2=C(C=CC=C2C(=C1CCCl)Cl)C (2,8-Dimethyl-3-(2-chloroethyl)-4-chloroquinoline), Cl.CC1=C(N)C=CC=C1 (2-methylaniline hydrochloride). Run in C(CCC)O (1-butanol). Product: CC1=C(C=CC=C1)N1CCC=2C(=NC=3C(=CC=CC3C21)C)C (1-(2-methylphenyl)-4,6-dimethyl-2,3-dihydropyrrolo-[3,2-c]quinoline). Yield: 22.5%. As a reaction SMILES: [CH3:1][C:2]1[C:11]([CH2:12][CH2:13]Cl)=[C:10](Cl)[C:9]2[C:4](=[C:5]([CH3:16])[CH:6]=[CH:7][CH:8]=2)[N:3]=1.Cl.[CH3:18][C:19]1[CH:25]=[CH:24][CH:23]=[CH:22][C:20]=1[NH2:21]>C(O)CCC>[CH3:18][C:19]1[CH:25]=[CH:24][CH:23]=[CH:22][C:20]=1[N:21]1[C:10]2[C:9]3[CH:8]=[CH:7][CH:6]=[C:5]([CH3:16])[C:4]=3[N:3]=[C:2]([CH3:1])[C:11]=2[CH2:12][CH2:13]1 |f:1.2|. Procedure: 2,8-Dimethyl-3-(2-chloroethyl)-4-chloroquinoline (7.63 g, 30 mmol) and 2-methylaniline hydrochloride (4.31 g, 30 mmol) in 1-butanol (100 ml) wereheated at reflux for 4 days, then the solvent evaporated, the crude producttaken up in dichloromethane, washed with aqueous sodium bicarbonate, dried and evaporated. Chromatography (silica gel, 2% methanolic ammonia in dichloromethane) and recrystallisation from aqueous ethanol gave 1-(2-methylphenyl)-4,6-dimethyl-2,3-dihydropyrrolo-[3,2-c]quinoline (1.... The reactants are COC(=O)C1=NC=C(N=C1)C1=CC=C(C=C1)C(F)(F)F (5-(4-trifluoromethyl-phenyl)-pyrazine-2-carboxylic acid methyl ester), CC(C)C[AlH]CC(C)C (DIBAL-H). The solvent is C1CCOC1 (THF). Reaction conditions: time 1 hour. Yields the product FC(C1=CC=C(C=C1)C=1N=CC(=NC1)CO)(F)F ([5-(4-Trifluoromethyl-phenyl)-pyrazin-2-yl]-methanol). As a reaction SMILES: C[O:2][C:3]([C:5]1[CH:10]=[N:9][C:8]([C:11]2[CH:16]=[CH:15][C:14]([C:17]([F:20])([F:19])[F:18])=[CH:13][CH:12]=2)=[CH:7][N:6]=1)=O.CC(C[AlH]CC(C)C)C>C1COCC1>[F:20][C:17]([F:18])([F:19])[C:14]1[CH:13]=[CH:12][C:11]([C:8]2[N:9]=[CH:10][C:5]([CH2:3][OH:2])=[N:6][CH:7]=2)=[CH:16][CH:15]=1. Procedure: 0.585 g (2.07 mmol) of the above synthesized 5-(4-trifluoromethyl-phenyl)-pyrazine-2-carboxylic acid methyl ester in 10 ml of abs. THF was cooled down to −30° C. and reacted with 5.18 ml of DIBAL-H-solution (1.2 M in toluene, 3 eq.) for 10 min. The reaction was warmed up during 2.5 h to 10° C. and stirred 1 h at RT. Careful quenching at 0° C. with saturated NaCl solution, twofold extraction with ether, washing with brine, drying over sodium sulfate, and evaporation of the solvents left a crude p... Yields the product O=C(Nc1ccccc1)c1ccnc(O)c1. RXN SMILES: [CH3:1][O:2][c:3]1[cH:4][c:5]([C:6](=[O:7])[NH:8][c:9]2[cH:10][cH:11][cH:12][cH:13][cH:14]2)[cH:15][cH:16][n:17]1.[CH3:23][OH:24].[CH:25]([Cl:26])([Cl:27])[Cl:28].[I:18][Si:19]([CH3:20])([CH3:21])[CH3:22]>>[OH:2][c:3]1[cH:4][c:5]([C:6](=[O:7])[NH:8][c:9]2[cH:10][cH:11][cH:12][cH:13][cH:14]2)[cH:15][cH:16][n:17]1. Starting materials: COc1cc(C(=O)Nc2ccccc2)ccn1, CO, ClC(Cl)Cl, C[Si](C)(C)I.